From a dataset of the Open Reaction Database (ORD), a public repository of structured organic reaction records. describe an organic reaction: reactants, conditions, products, and yield The reactants are BrC1=NC=C(C=C1)Cl (2-Bromo-5-chloropyridine), C(C)(C)(C)O[Na] (tert-butoxysodium), C(C)(C)(C)OC(=O)N(C(=O)OC(C)(C)C)C=1SC[C@H]2[C@@](N1)(CCC2)C2=C(C=CC(=C2)N)F ((±)-di-tert-butyl[(4aR*,7aS*)-7a-(5-amino-2-fluorophenyl)-4,4a,5,6,7,7a-hexahydrocyclopenta[d][1,3]thiazin-2-yl]imidodicarbonate), O (water). Reagents/catalysts: C=1C=CC(=CC1)/C=C/C(=O)/C=C/C2=CC=CC=C2.C=1C=CC(=CC1)/C=C/C(=O)/C=C/C2=CC=CC=C2.C=1C=CC(=CC1)/C=C/C(=O)/C=C/C2=CC=CC=C2.[Pd].[Pd] (tris(dibenzylideneacetone)dipalladium), C1=CC=C(C=C1)P(C2=CC=CC=C2)C3=C(C4=CC=CC=C4C=C3)C5=C(C=CC6=CC=CC=C65)P(C7=CC=CC=C7)C8=CC=CC=C8 ((R)-(+)-2,2′-bis(diphenylphosphino)-1,1′-binaphthyl). Solvent: C1(=CC=CC=C1)C (toluene). Conditions: temperature 100 celsius, time 5 hour. The product is C(C)(C)(C)OC(=O)N(C(=O)OC(C)(C)C)C=1SC[C@H]2[C@@](N1)(CCC2)C2=C(C=CC(=C2)NC2=NC=C(C=C2)Cl)F ((±)-di-tert-butyl[(4aR*,7aS*)-7a-{5-[(5-chloropyridin-2-yl)amino]-2-fluorophenyl}-4,4a,5,6,7,7a-hexahydrocyclopenta[d][1,3]thiazin-2-yl]imidodicarbonate). The yield is 200.1%. As a reaction SMILES: Br[C:2]1[CH:7]=[CH:6][C:5]([Cl:8])=[CH:4][N:3]=1.C(O[Na])(C)(C)C.[C:15]([O:19][C:20]([N:22]([C:30]1[S:31][CH2:32][C@@H:33]2[CH2:38][CH2:37][CH2:36][C@:34]2([C:39]2[CH:44]=[C:43]([NH2:45])[CH:42]=[CH:41][C:40]=2[F:46])[N:35]=1)[C:23]([O:25][C:26]([CH3:29])([CH3:28])[CH3:27])=[O:24])=[O:21])([CH3:18])([CH3:17])[CH3:16].O>C1(C)C=CC=CC=1.C1C=CC(/C=C/C(/C=C/C2C=CC=CC=2)=O)=CC=1.C1C=CC(/C=C/C(/C=C/C2C=CC=CC=2)=O)=CC=1.C1C=CC(/C=C/C(/C=C/C2C=CC=CC=2)=O)=CC=1.[Pd].[Pd].C1C=CC(P(C2C=CC3C(=CC=CC=3)C=2C2C3C(=CC=CC=3)C=CC=2P(C2C=CC=CC=2)C2C=CC=CC=2)C2C=CC=CC=2)=CC=1>[C:15]([O:19][C:20]([N:22]([C:30]1[S:31][CH2:32][C@@H:33]2[CH2:38][CH2:37][CH2:36][C@:34]2([C:39]2[CH:44]=[C:43]([NH:45][C:2]3[CH:7]=[CH:6][C:5]([Cl:8])=[CH:4][N:3]=3)[CH:42]=[CH:41][C:40]=2[F:46])[N:35]=1)[C:23]([O:25][C:26]([CH3:29])([CH3:28])[CH3:27])=[O:24])=[O:21])([CH3:16])([CH3:17])[CH3:18] |f:5.6.7.8.9|. Procedure: 2-Bromo-5-chloropyridine (10 mg), (R)-(+)-2,2′-bis(diphenylphosphino)-1,1′-binaphthyl (4.86 mg), tris(dibenzylideneacetone)dipalladium (0) (2.38 mg) and tert-butoxysodium (6.5 mg) were added to a solution of (±)-di-tert-butyl[(4aR*,7aS*)-7a-(5-amino-2-fluorophenyl)-4,4a,5,6,7,7a-hexahydrocyclopenta[d][1,3]thiazin-2-yl]imidodicarbonate (29.1 mg) in toluene (10 mL). The mixture was heated with stirring under a nitrogen atmosphere at 100° C. for five hours. The reaction solution was returned to roo... The reactants are C(C1=CC=C(C(=O)O)C=C1)(=O)O (Terephthalic acid), O1OOCCC1 (Trioxane). Run in OS(=O)(=O)O.O=S(=O)=O (oleum). Run at temperature 145 celsius. Product: C1(=O)OCC2=CC=CC=C12 (Phthalide). As a reaction SMILES: C(O)(=O)[C:2]1[CH:10]=[CH:9][C:5]([C:6]([OH:8])=[O:7])=[CH:4][CH:3]=1.O1CC[CH2:16]OO1>OS(O)(=O)=O.O=S(=O)=O>[C:6]1([C:5]2[C:9](=[CH:10][CH:2]=[CH:3][CH:4]=2)[CH2:16][O:8]1)=[O:7] |f:2.3|. Procedure: Terephthalic acid was suspended in 25-30% oleum. Trioxane was added and the mixture was heated to 140-150° C. for 4-8 hours. The reaction mixture was cooled and then quenched by cautious addition of water at less than 80° C. The resulting suspension was cooled to about 40° C. and the solid was filtered off. The filter cake was washed with water followed by propan-2-ol before slurrying the solid in propan-2-ol at reflux for 30 minutes. After cooling to 20-25° C. the product was filtered off, wash... The reactants are CC(=O)O[BH-](OC(C)=O)OC(C)=O, CC(=O)O, CCc1c(C=O)cccc1-c1nnc(-c2ccc(CC(C)C)c(C#N)c2)s1, CC(=O)[O-], CCO, ClCCl, COC(=O)C1CNC1, [Na+], [Na+], O. Product: CCc1c(CN2CC(C(=O)OC)C2)cccc1-c1nnc(-c2ccc(CC(C)C)c(C#N)c2)s1. As a reaction SMILES: [C:41]([O:42][BH-:43]([O:44][C:45](=[O:46])[CH3:47])[O:48][C:49](=[O:50])[CH3:51])(=[O:52])[CH3:53].[C:62]([OH:63])(=[O:64])[CH3:65].[CH2:1]([CH3:2])[c:3]1[c:4](-[c:11]2[n:12][n:13][c:14](-[c:16]3[cH:17][cH:18][c:19]([CH2:24][CH:25]([CH3:26])[CH3:27])[c:20]([C:21]#[N:22])[cH:23]3)[s:15]2)[cH:5][cH:6][cH:7][c:8]1[CH:9]=[O:10].[CH3:37][C:38](=[O:39])[O-:40].[CH3:55][CH2:56][OH:57].[Cl:58][CH2:59][Cl:60].[NH:28]1[CH2:29][CH:30]([C:32](=[O:33])[O:34][CH3:35])[CH2:31]1.[Na+:36].[Na+:54].[OH2:61]>>[CH2:1]([CH3:2])[c:3]1[c:4](-[c:11]2[n:12][n:13][c:14](-[c:16]3[cH:17][cH:18][c:19]([CH2:24][CH:25]([CH3:26])[CH3:27])[c:20]([C:21]#[N:22])[cH:23]3)[s:15]2)[cH:5][cH:6][cH:7][c:8]1[CH2:9][N:28]1[CH2:29][CH:30]([C:32](=[O:33])[O:34][CH3:35])[CH2:31]1.